Task: describe an organic reaction: reactants, conditions, products, and yield. Dataset: the Open Reaction Database (ORD), a public repository of structured organic reaction records The reactants are crude intermediate, C(C)(C)N(CC)C(C)C (diisopropylethylamine), C1=CC=C(C=C1)N=C(Cl)Cl (phenylisocyanide dichloride), C(C)(C)C=1C(=CC(=C(C(=S)NC=2C=C3C=CN(C3=CC2)C)C1)OC)OC (5-isopropyl-2,4-dimethoxy-N-(1-methyl-1H-indol-5-yl)-thiobenzamide), NN (hydrazine). Run in O1CCOCC1 (dioxane). Conditions: temperature 100 celsius. Yields the product C(C)(C)C=1C(=CC(=C(C1)C=1N(C(=NN1)NC1=CC=CC=C1)C=1C=C2C=CN(C2=CC1)C)OC)OC ([5-(5-Isopropyl-2,4-dimethoxy-phenyl)-4-(1-methyl-1H-indol-5-yl)-4H-[1,2,4]triazol-3-yl]-phenyl-amine). As a reaction SMILES: [CH:1]([C:4]1[C:5]([O:25][CH3:26])=[CH:6][C:7]([O:23][CH3:24])=[C:8]([CH:22]=1)[C:9]([NH:11][C:12]1[CH:13]=[C:14]2[C:18](=[CH:19][CH:20]=1)[N:17]([CH3:21])[CH:16]=[CH:15]2)=S)([CH3:3])[CH3:2].[NH2:27][NH2:28].C(N(C(C)C)CC)(C)C.[CH:38]1[CH:43]=[CH:42][C:41]([N:44]=[C:45](Cl)Cl)=[CH:40][CH:39]=1>O1CCOCC1>[CH:1]([C:4]1[C:5]([O:25][CH3:26])=[CH:6][C:7]([O:23][CH3:24])=[C:8]([C:9]2[N:11]([C:12]3[CH:13]=[C:14]4[C:18](=[CH:19][CH:20]=3)[N:17]([CH3:21])[CH:16]=[CH:15]4)[C:45]([NH:44][C:41]3[CH:42]=[CH:43][CH:38]=[CH:39][CH:40]=3)=[N:27][N:28]=2)[CH:22]=1)([CH3:3])[CH3:2]. Procedure details: A flask was charged with 5-isopropyl-2,4-dimethoxy-N-(1-methyl-1H-indol-5-yl)-thiobenzamide (123 mg; 0.33 mmol), dioxane (2 mL), and hydrazine (0.5 mL). The reaction was heated to 100° C. for one hour, and the solvent was removed by evaporation. To the solid cake was added ethyl acetate (10 mL) and 10% aqueous potassium carbonate (1 mL), and it was shaken until the solid was completely dissolved. The organic layer was isolated, and dried with sodium sulfate. To the crude intermediate in the orga...